Dataset: the Open Reaction Database (ORD), a public repository of structured organic reaction records. Task: describe an organic reaction: reactants, conditions, products, and yield Reactants: C(C)(=O)O[C@H]1[C@@H](O[C@@H]([C@@H]([C@@H]1OC(C)=O)OC(C)=O)COC(C)=O)OC1=NNC(=C1CC1=C(C=C(C=C1)OCCCO)C)C(C)C (3-(2,3,4,6-tetra-O-acetyl-β-D-galactopyranosyloxy)-4-{[4-(3-hydroxypropoxy)-2-methylphenyl]methyl}-5-isopropyl-1H-pyrazole), NC(CC(=O)N)(C)C (3-amino-3-methylbutyramide), NC(C(=O)NC(C)O)(C)C ((2-amino-2-(methyl)propionylamino]ethanol). Yields the product C(N)(=O)CC(C)(C)NCCCOC1=CC(=C(C=C1)CC=1C(=NNC1C(C)C)O[C@H]1[C@H](O)[C@@H](O)[C@@H](O)[C@H](O1)CO)C (4-[(4-{3-[2-Carbamoyl-1,1-di(methyl)ethylamino]propoxy}-2-methylphenyl)methyl]-3-(β-D-galactopyranosyloxy)-5-isopropyl-1H-pyrazole). RXN SMILES: C([O:4][C@@H:5]1[C@@H:10]([O:11]C(=O)C)[C@@H:9]([O:15]C(=O)C)[C@@H:8]([CH2:19][O:20]C(=O)C)[O:7][C@H:6]1[O:24][C:25]1[C:29]([CH2:30][C:31]2[CH:36]=[CH:35][C:34]([O:37][CH2:38][CH2:39][CH2:40]O)=[CH:33][C:32]=2[CH3:42])=[C:28]([CH:43]([CH3:45])[CH3:44])[NH:27][N:26]=1)(=O)C.[NH2:46][C:47]([CH3:53])([CH3:52])[CH2:48][C:49]([NH2:51])=[O:50].NC(C)(C)C(NC(O)C)=O>>[C:49]([CH2:48][C:47]([NH:46][CH2:40][CH2:39][CH2:38][O:37][C:34]1[CH:35]=[CH:36][C:31]([CH2:30][C:29]2[C:25]([O:24][C@@H:6]3[O:7][C@H:8]([CH2:19][OH:20])[C@H:9]([OH:15])[C@H:10]([OH:11])[C@H:5]3[OH:4])=[N:26][NH:27][C:28]=2[CH:43]([CH3:45])[CH3:44])=[C:32]([CH3:42])[CH:33]=1)([CH3:53])[CH3:52])(=[O:50])[NH2:51]. Reported procedure: The title compound was prepared in a similar manner to that described in Example 72 using 3-(2,3,4,6-tetra-O-acetyl-β-D-galactopyranosyloxy)-4-{[4-(3-hydroxypropoxy)-2-methylphenyl]methyl}-5-isopropyl-1H-pyrazole and 3-amino-3-methylbutyramide instead of 3-(2,3,4,6-tetra-O-acetyl-β-D-glucopyranosyloxy)-4-{[4-(3-hydroxypropoxy)phenyl]-methyl}-5-isopropyl-1H-pyrazole and 2-[(2-amino-2-(methyl)propionylamino]ethanol, respectively. The reactants are Fc1ccc(-c2ccccc2)c(F)c1CBr, CCCCCCC, CC#N, CC1(C)C(C=C(Cl)Cl)C1C(=O)O, C1CN2CCN1CC2, [Na+], [OH-], O. Product: CC1(C)C(C=C(Cl)Cl)C1C(=O)OCc1c(F)ccc(-c2ccccc2)c1F. Reaction SMILES: [Br:15][CH2:16][c:17]1[c:18]([F:30])[c:19](-[c:24]2[cH:25][cH:26][cH:27][cH:28][cH:29]2)[cH:20][cH:21][c:22]1[F:23].[CH3:39][CH2:40][CH2:41][CH2:42][CH2:43][CH2:44][CH3:45].[CH3:47][C:48]#[N:49].[Cl:1][C:2](=[CH:3][CH:4]1[C:5]([CH3:10])([CH3:11])[CH:6]1[C:7](=[O:8])[OH:9])[Cl:12].[N:31]12[CH2:32][CH2:33][N:34]([CH2:35][CH2:36]1)[CH2:37][CH2:38]2.[Na+:14].[OH-:13].[OH2:46]>>[Cl:1][C:2](=[CH:3][CH:4]1[C:5]([CH3:10])([CH3:11])[CH:6]1[C:7](=[O:8])[O:9][CH2:16][c:17]1[c:18]([F:30])[c:19](-[c:24]2[cH:25][cH:26][cH:27][cH:28][cH:29]2)[cH:20][cH:21][c:22]1[F:23])[Cl:12]. The reactants are C(C)(=O)OCC.CCCCCC (ethyl acetate hexane), C([O-])([O-])=O.[K+].[K+] (potassium carbonate), product, ( b ), 2.llg, CC1=NC(=NC(=C1)C)S(=O)(=O)C (4,6-dimethyl-2-methanesulphonyl pyrimidine). Reported procedure: 1.5g of the product of (b) and 2.llg (0.011 moles) of 4,6-dimethyl-2-methanesulphonyl pyrimidine were dissolved in 20ml acetone. 1.6g of potassium carbonate were added and the reaction mixture refluxed for 4 hours. Following thin layer chromatography to establish that the reaction had reached completion, the mixture was evaporated to dryness and 10ml water added. Solvent extraction using chloroform followed and the chloroform extracts were dried over anhydrous sodium sulphate and the solvent eva... The solvent is CC(=O)C (acetone). The yield is 42.0%. Yields the product OC(C(=O)OC)C(C)C (Methyl 2-hydroxy-3-methylbutanoate). RXN SMILES: [CH3:1][C:2]1[CH:7]=C(C)N=C(S(C)(=O)=O)N=1.C(=O)([O-])[O-:14].[K+].[K+].[C:19]([O:22][CH2:23]C)(=[O:21])[CH3:20].CCCCCC>CC(C)=O>[OH:14][CH:20]([CH:2]([CH3:7])[CH3:1])[C:19]([O:22][CH3:23])=[O:21] |f:1.2.3,4.5|. The reactants are CCOC(=O)c1cc(-c2ccccc2)n(NC(=O)OCC[Si](C)(C)C)c1-c1cccc2ccccc12, CCCC[N+](CCCC)(CCCC)CCCC, C1CCOC1, CC(=O)O, [F-]. Product: CCOC(=O)c1cc(-c2ccccc2)n(N)c1-c1cccc2ccccc12. Reaction SMILES: [CH2:1]([CH3:2])[O:3][C:4](=[O:5])[c:6]1[c:7](-[c:27]2[cH:28][cH:29][cH:30][c:31]3[cH:32][cH:33][cH:34][cH:35][c:36]23)[n:8]([NH:17][C:18]([O:19][CH2:20][CH2:21][Si:22]([CH3:23])([CH3:24])[CH3:25])=[O:26])[c:9](-[c:11]2[cH:12][cH:13][cH:14][cH:15][cH:16]2)[cH:10]1.[CH2:38]([N+:39]([CH2:40][CH2:41][CH2:42][CH3:43])([CH2:44][CH2:45][CH2:46][CH3:47])[CH2:48][CH2:49][CH2:50][CH3:51])[CH2:52][CH2:53][CH3:54].[CH2:59]1[O:60][CH2:61][CH2:62][CH2:63]1.[CH3:55][C:56](=[O:57])[OH:58].[F-:37]>>[CH2:1]([CH3:2])[O:3][C:4](=[O:5])[c:6]1[c:7](-[c:27]2[cH:28][cH:29][cH:30][c:31]3[cH:32][cH:33][cH:34][cH:35][c:36]23)[n:8]([NH2:17])[c:9](-[c:11]2[cH:12][cH:13][cH:14][cH:15][cH:16]2)[cH:10]1.